Dataset: the Open Reaction Database (ORD), a public repository of structured organic reaction records. Task: describe an organic reaction: reactants, conditions, products, and yield Starting materials: CN(C(=O)OC(C)(C)C)C(Cc1ccc2ccccc2c1)C(=O)O, ClCCl, CCN=C=NCCCN(C)C, NC(=S)C(N)Cc1ccc2ccccc2c1, On1nnc2ccccc21. Yields the product CN(C(=O)OC(C)(C)C)C(Cc1ccc2ccccc2c1)C(=O)NC(Cc1ccc2ccccc2c1)C(N)=S. RXN SMILES: [C:17]([CH3:18])([CH3:19])([CH3:20])[O:21][C:22](=[O:23])[N:24]([CH3:25])[CH:26]([C:27](=[O:28])[OH:29])[CH2:30][c:31]1[cH:32][c:33]2[cH:34][cH:35][cH:36][cH:37][c:38]2[cH:39][cH:40]1.[CH2:62]([Cl:63])[Cl:64].[CH3:51][CH2:52][N:53]=[C:54]=[N:55][CH2:56][CH2:57][CH2:58][N:59]([CH3:60])[CH3:61].[NH2:1][CH:2]([C:3]([NH2:4])=[S:5])[CH2:6][c:7]1[cH:8][c:9]2[cH:10][cH:11][cH:12][cH:13][c:14]2[cH:15][cH:16]1.[OH:41][n:42]1[c:43]2[c:44]([cH:45][cH:46][cH:47][cH:48]2)[n:49][n:50]1>>[NH:1]([CH:2]([C:3]([NH2:4])=[S:5])[CH2:6][c:7]1[cH:8][c:9]2[cH:10][cH:11][cH:12][cH:13][c:14]2[cH:15][cH:16]1)[C:27]([CH:26]([N:24]([C:22]([O:21][C:17]([CH3:18])([CH3:19])[CH3:20])=[O:23])[CH3:25])[CH2:30][c:31]1[cH:32][c:33]2[cH:34][cH:35][cH:36][cH:37][c:38]2[cH:39][cH:40]1)=[O:28].